Dataset: the Open Reaction Database (ORD), a public repository of structured organic reaction records. Task: describe an organic reaction: reactants, conditions, products, and yield Reactants: C(CC)NC(=O)C1=CN=C2N(C1=O)C(=CC=C2)C (N-propyl-6-methyl-oxo-4H-pyrido[1,2-a]pyrimidine-3-carboxamide), CS(=O)(=O)O (methanesulfonic acid). The product is CS(=O)(=O)O.C(CC)NC(=O)C1=CN=C2N(C1=O)C(=CC=C2)C (N-propyl-6-methyl-4-oxo-4H-pyrido[1,2-a]pyrimidine-3-carboxamide methanesulfonate). As a reaction SMILES: [CH2:1]([NH:4][C:5]([C:7]1[C:12](=[O:13])[N:11]2[C:14]([CH3:18])=[CH:15][CH:16]=[CH:17][C:10]2=[N:9][CH:8]=1)=[O:6])[CH2:2][CH3:3].[CH3:19][S:20]([OH:23])(=[O:22])=[O:21]>>[CH3:19][S:20]([OH:23])(=[O:22])=[O:21].[CH2:1]([NH:4][C:5]([C:7]1[C:12](=[O:13])[N:11]2[C:14]([CH3:18])=[CH:15][CH:16]=[CH:17][C:10]2=[N:9][CH:8]=1)=[O:6])[CH2:2][CH3:3] |f:2.3|. Procedure details: After dissolving 1.527 g (0.00623 mol) of N-propyl-6-methyl-oxo-4H-pyrido[1,2-a]pyrimidine-3-carboxamide by heating, 0.61 ml (0.009 mol) of methanesulfonic acid is dropped to the clear yellow solution. On cooling, 1.84 g (86.8%) of the named salt are precipitated as a white crystalline substance, m.p.: 183°-185° C.